This data is from the Open Reaction Database (ORD), a public repository of structured organic reaction records. The task is: describe an organic reaction: reactants, conditions, products, and yield Product: C(=O)(O)CCCC1=C(C=CC=C1)CCC(C)=O (4-[2-(3-Carboxypropyl)phenyl]-2-butanone). Procedure details: A solution of 50 g (0.23 mol) of 4-[2-(3-cyanopropyl)phenyl]-2-butanone, 8 in 125 ml glacial acetic acid and 125 ml concentrated HCl was refluxed overnight. The solution was evaporated and the residue diluted with H2O. The precipitate was recrystallized from benzene-petroleum ether to give 42.5 g of the keto acid 9, mp 59°-61° C. RXN SMILES: C(C[CH2:4][CH2:5][C:6]1[CH:11]=[CH:10][CH:9]=[CH:8][C:7]=1[CH2:12][CH2:13][C:14](=[O:16])[CH3:15])#N.Cl.[C:18]([OH:21])(=[O:20])[CH3:19]>>[C:18]([CH2:19][CH2:4][CH2:5][C:6]1[CH:11]=[CH:10][CH:9]=[CH:8][C:7]=1[CH2:12][CH2:13][C:14](=[O:16])[CH3:15])([OH:21])=[O:20]. Reactants: C(#N)CCCC1=C(C=CC=C1)CCC(C)=O (4-[2-(3-cyanopropyl)phenyl]-2-butanone), Cl (HCl), C(C)(=O)O (acetic acid). Starting materials: CCOC(C)=O, COc1ccc2c(c1)c1c(n2C(=O)c2ccc(Cl)cc2)CCCC1C(=O)OCc1ccccc1. Yields the product COc1ccc2c(c1)c1c(n2C(=O)c2ccc(Cl)cc2)CCCC1C(=O)O. RXN SMILES: [CH3:35][CH2:36][O:37][C:38](=[O:39])[CH3:40].[Cl:1][c:2]1[cH:3][cH:4][c:5]([C:6](=[O:7])[n:8]2[c:9]3[cH:10][cH:11][c:12]([O:31][CH3:32])[cH:13][c:14]3[c:15]3[c:20]2[CH2:19][CH2:18][CH2:17][CH:16]3[C:21](=[O:22])[O:23][CH2:24][c:25]2[cH:26][cH:27][cH:28][cH:29][cH:30]2)[cH:33][cH:34]1>>[Cl:1][c:2]1[cH:3][cH:4][c:5]([C:6](=[O:7])[n:8]2[c:9]3[cH:10][cH:11][c:12]([O:31][CH3:32])[cH:13][c:14]3[c:15]3[c:20]2[CH2:19][CH2:18][CH2:17][CH:16]3[C:21](=[O:22])[OH:23])[cH:33][cH:34]1. Starting materials: ClC1=C(C=C(C=C1)C=1N=C2SC3=C(N2C1)C=CC=C3)O (2-(4-chloro-3-hydroxyphenyl)imidazo[2,1-b]benzothiazole), COC1=CC=C(COC(CC(=O)O)=O)C=C1 (malonic acid mono-p-methoxybenzyl ester). Yields the product 2-(3-carboxyacetoxy-4-chloro)phenylimidazo[2,1-b]benzothiazole.hydrochloride, COC1=CC=C(COC(=O)CC(=O)OC=2C=C(C=CC2Cl)C=2N=C3SC4=C(N3C2)C=CC=C4)C=C1 (2-[3-(p-methoxybenzyloxycarbonylacetoxy)-4-chlorophenyl]imidazo[2,1-b]benzothiazole). Isolated yield 45.3%. As a reaction SMILES: [Cl:1][C:2]1[CH:7]=[CH:6][C:5]([C:8]2[N:9]=[C:10]3[N:14]([CH:15]=2)[C:13]2[CH:16]=[CH:17][CH:18]=[CH:19][C:12]=2[S:11]3)=[CH:4][C:3]=1[OH:20].[CH3:21][O:22][C:23]1[CH:36]=[CH:35][C:26]([CH2:27][O:28][C:29](=[O:34])[CH2:30][C:31](O)=[O:32])=[CH:25][CH:24]=1>>[CH3:21][O:22][C:23]1[CH:24]=[CH:25][C:26]([CH2:27][O:28][C:29]([CH2:30][C:31]([O:20][C:3]2[CH:4]=[C:5]([C:8]3[N:9]=[C:10]4[N:14]([CH:15]=3)[C:13]3[CH:16]=[CH:17][CH:18]=[CH:19][C:12]=3[S:11]4)[CH:6]=[CH:7][C:2]=2[Cl:1])=[O:32])=[O:34])=[CH:35][CH:36]=1. Reported procedure: By following the same procedure as in Example 2 using 1.9 g of 2-(4-chloro-3-hydroxyphenyl)imidazo[2,1-b]benzothiazole and 2.7 g of malonic acid mono-p-methoxybenzyl ester, 1.05 g of 2-(3-carboxyacetoxy-4-chloro)phenylimidazo[2,1-b]benzothiazole.hydrochloride was obtained through 2-[3-(p-methoxybenzyloxycarbonylacetoxy)-4-chlorophenyl]imidazo[2,1-b]benzothiazole (yield of 1.45 g, melting point of 113°-115° C.). Reactants: N1C(=NC2=C1CCCC2)CC(=O)C2=CC(=CC=C2)C(F)(F)F (2-(4,5,6,7-tetrahydro-1H-benzimidazol-2-yl)-1-[3-(trifluoromethyl)phenyl]ethanone), C[O-].[Na+] (sodium methylate), C(C#C)(=O)OC (methyl propiolate). The product is FC(C=1C=C(C(=O)C=2C=CC(N3C2NC2=C3CCCC2)=O)C=CC1)(F)F (4-[3-(Trifluoromethyl)benzoyl]-6,7,8,9-tetrahydropyrido[1,2-a]benzimidazol-1(5H)-one). As a reaction SMILES: [NH:1]1[C:5]2[CH2:6][CH2:7][CH2:8][CH2:9][C:4]=2[N:3]=[C:2]1[CH2:10][C:11]([C:13]1[CH:18]=[CH:17][CH:16]=[C:15]([C:19]([F:22])([F:21])[F:20])[CH:14]=1)=[O:12].C[O-].[Na+].[C:26](OC)(=[O:29])[C:27]#[CH:28]>>[F:22][C:19]([F:20])([F:21])[C:15]1[CH:14]=[C:13]([CH:18]=[CH:17][CH:16]=1)[C:11]([C:10]1[CH:28]=[CH:27][C:26](=[O:29])[N:1]2[C:5]3[CH2:6][CH2:7][CH2:8][CH2:9][C:4]=3[NH:3][C:2]=12)=[O:12] |f:1.2|. Procedure details: The compound is prepared as described in example 25 with 500 mg (1.62 mmol) of 2-(4,5,6,7-tetrahydro-1H-benzimidazol-2-yl)-1-[3-(trifluoromethyl)phenyl]ethanone (example LII), 175 mg (3.25 mmol) of sodium methylate and 136 mg (1.62 mmol) methyl propiolate.